This data is from the Open Reaction Database (ORD), a public repository of structured organic reaction records. The task is: describe an organic reaction: reactants, conditions, products, and yield Starting materials: hexanes methylene chloride, ClC1=CC(=NC=2N1N=C(C2C2=CC=C(C=C2)Cl)C2=C(C=CC=C2)Cl)C (7-chloro-3-(4-chlorophenyl)-2-(2-chlorophenyl)-5-methylpyrazolo[1,5-a]pyrimidine), CCN(C(C)C)C(C)C (DIEA), C(C)(C)(C)OC(=O)N1CCNCC1 (piperazine-1-carboxylic acid tert-butyl ester). Run in ClCCCl (1,2-dichloroethane). Conditions: time 19 hour. Yields the product C(C)(C)(C)OC(=O)N1CCN(CC1)C1=CC(=NC=2N1N=C(C2C2=CC=C(C=C2)Cl)C2=C(C=CC=C2)Cl)C (4-[3-(4-Chlorophenyl)-2-(2-chlorophenyl)-5-methylpyrazolo[1,5-a]pyrimidin-7-yl]-piperazine-1-carboxylic Acid tert-Butyl Ester). Reaction SMILES: Cl[C:2]1[N:7]2[N:8]=[C:9]([C:18]3[CH:23]=[CH:22][CH:21]=[CH:20][C:19]=3[Cl:24])[C:10]([C:11]3[CH:16]=[CH:15][C:14]([Cl:17])=[CH:13][CH:12]=3)=[C:6]2[N:5]=[C:4]([CH3:25])[CH:3]=1.CCN(C(C)C)C(C)C.[C:35]([O:39][C:40]([N:42]1[CH2:47][CH2:46][NH:45][CH2:44][CH2:43]1)=[O:41])([CH3:38])([CH3:37])[CH3:36]>ClCCCl>[C:35]([O:39][C:40]([N:42]1[CH2:47][CH2:46][N:45]([C:2]2[N:7]3[N:8]=[C:9]([C:18]4[CH:23]=[CH:22][CH:21]=[CH:20][C:19]=4[Cl:24])[C:10]([C:11]4[CH:16]=[CH:15][C:14]([Cl:17])=[CH:13][CH:12]=4)=[C:6]3[N:5]=[C:4]([CH3:25])[CH:3]=2)[CH2:44][CH2:43]1)=[O:41])([CH3:38])([CH3:36])[CH3:37]. Reported procedure: To a solution of 7-chloro-3-(4-chlorophenyl)-2-(2-chlorophenyl)-5-methylpyrazolo[1,5-a]pyrimidine (I-3A-4b; 109 mg, 0.280 mmol) and Argonaut™ PS-DIEA (97 mg, 0.38 mmol) in 1,2-dichloroethane (2.8 ml) was added piperazine-1-carboxylic acid tert-butyl ester (70.5 mg, 0.378 mmol). The mixture was stirred at room temperature for 19 hours, filtered, concentrated and then purified on a Biotage™ Flash 12M column using 0–35% ethyl acetate in hexanes as eluant to afford, after trituration from hexanes/me... Product: CC(C)C(NC(=O)OC(C)(C)C)C(=O)N1CCCC1C(=O)OCc1ccccc1. As a reaction SMILES: [C:1]([CH3:2])([CH3:3])([CH3:4])[O:5][C:6](=[O:7])[NH:8][CH:9]([CH:10]([CH3:11])[CH3:12])[C:13](=[O:14])[OH:15].[CH2:17]([c:18]1[cH:19][cH:20][cH:21][cH:22][cH:23]1)[O:24][C:25]([CH:26]1[NH:27][CH2:28][CH2:29][CH2:30]1)=[O:31].[ClH:16].[O:42]=[CH:43][N:44]([CH3:45])[CH3:46].[OH:32][n:33]1[c:34]2[c:35]([cH:36][cH:37][cH:38][cH:39]2)[n:40][n:41]1>>[C:1]([CH3:2])([CH3:3])([CH3:4])[O:5][C:6](=[O:7])[NH:8][CH:9]([CH:10]([CH3:11])[CH3:12])[C:13](=[O:15])[N:27]1[CH:26]([C:25]([O:24][CH2:17][c:18]2[cH:19][cH:20][cH:21][cH:22][cH:23]2)=[O:31])[CH2:30][CH2:29][CH2:28]1. Starting materials: CC(C)C(NC(=O)OC(C)(C)C)C(=O)O, O=C(OCc1ccccc1)C1CCCN1, Cl, CN(C)C=O, On1nnc2ccccc21. Reaction SMILES: [CH3:15][C:16]#[N:17].[CH3:18][CH2:19][O:20][C:21](=[O:22])[CH3:23].[N+:1]([O-:2])(=[O:3])[c:4]1[c:5]([NH:10][CH2:11][C:12](=[O:13])[NH2:14])[n:6][cH:7][cH:8][cH:9]1>>[NH2:1][c:4]1[c:5]([NH:10][CH2:11][C:12](=[O:13])[NH2:14])[n:6][cH:7][cH:8][cH:9]1. The reactants are CC#N, CCOC(C)=O, NC(=O)CNc1ncccc1[N+](=O)[O-]. Yields the product NC(=O)CNc1ncccc1N. The reactants are SC1=NC2=C(N1)C=CC=C2 (2-mercapto-1H-benzimidazol), [OH-].[Na+] (NaOH), Cl.ClCCN1CCN(CC1)C (1-(2-chloroethyl)-4-methylpiperazine hydrochloride). Run in C(C)O (ethyl alcohol). The product is CN1CCN(CC1)CCSC=1NC2=C(N1)C=CC=C2 (2-[2-(4-methylpiperazin-1-yl)ethylthio] benzimidazole). As a reaction SMILES: [SH:1][C:2]1[NH:6][C:5]2[CH:7]=[CH:8][CH:9]=[CH:10][C:4]=2[N:3]=1.[OH-].[Na+].Cl.Cl[CH2:15][CH2:16][N:17]1[CH2:22][CH2:21][N:20]([CH3:23])[CH2:19][CH2:18]1>C(O)C>[CH3:23][N:20]1[CH2:21][CH2:22][N:17]([CH2:16][CH2:15][S:1][C:2]2[NH:3][C:4]3[CH:10]=[CH:9][CH:8]=[CH:7][C:5]=3[N:6]=2)[CH2:18][CH2:19]1 |f:1.2,3.4|. Procedure: Grams 2.2 2-mercapto-1H-benzimidazol and 2.4 g NaOH were dissolved in 40 ml 90% ethyl alcohol, then 3.5 g 1-(2-chloroethyl)-4-methylpiperazine hydrochloride were added thereto. The reaction mixture was refluxed for 2 hours, the solid precipitate removed by filtration, the limpid solution evaporated to dryness and the residue dissolved in chloroform and washed with water. The organic phase was made anhydrous, then evaporated to dryness and the residue chromatographed on a column eluting with chlo... The solvent is O1CCOCC1 (dioxane), CN(C)C=O (DMF). Procedure: A mixture of Example 7a (0.100 g, 0.247 mmol), 2,6-difluorobenzamide (0.066 g, 0.421 mmol), cesium carbonate (0.105 g, 0.322 mmol), palladium (II) acetate (2.78 mg, 0.012 mmol), and Xantphos (10.73 mg, 0.019 mmol) in dioxane (3 mL) and DMF (0.1 mL) was heated at 150° C. for 30 minutes in a Biotage microwave reactor. The mixture was concentrated. The solid was suspended in dioxane (3 mL), treated with NaOH (20%, 0.10 mL), and heated at 50° C. for 3 hours. The reaction mixture was concentrated. Th... The yield is 8.9%. Yields the product ClC1=CC(=CC(=N1)NC(C1=C(C=CC=C1F)F)=O)C1=CNC2=NC=CC=C21 (N-[6-chloro-4-(1H-pyrrolo[2,3-b]pyridin-3-yl)pyridin-2-yl]-2,6-difluorobenzamide). RXN SMILES: Cl[C:2]1[CH:7]=[C:6]([C:8]2[C:16]3[C:11](=[N:12][CH:13]=[CH:14][CH:15]=3)[N:10](S(C3C=CC=CC=3)(=O)=O)[CH:9]=2)[CH:5]=[C:4]([Cl:26])[N:3]=1.[F:27][C:28]1[CH:36]=[CH:35][CH:34]=[C:33]([F:37])[C:29]=1[C:30]([NH2:32])=[O:31].C(=O)([O-])[O-].[Cs+].[Cs+].CC1(C)C2C(=C(P(C3C=CC=CC=3)C3C=CC=CC=3)C=CC=2)OC2C(P(C3C=CC=CC=3)C3C=CC=CC=3)=CC=CC1=2>O1CCOCC1.CN(C=O)C.C([O-])(=O)C.[Pd+2].C([O-])(=O)C>[Cl:26][C:4]1[N:3]=[C:2]([NH:32][C:30](=[O:31])[C:29]2[C:28]([F:27])=[CH:36][CH:35]=[CH:34][C:33]=2[F:37])[CH:7]=[C:6]([C:8]2[C:16]3[C:11](=[N:12][CH:13]=[CH:14][CH:15]=3)[NH:10][CH:9]=2)[CH:5]=1 |f:2.3.4,8.9.10|. The reagents and catalysts are C(C)(=O)[O-].[Pd+2].C(C)(=O)[O-] (palladium (II) acetate). Reaction conditions: temperature 50 celsius, time 15 minute. The reactants are ClC1=NC(=CC(=C1)C1=CN(C2=NC=CC=C21)S(=O)(=O)C2=CC=CC=C2)Cl (3-(2,6-dichloropyridin-4-yl)-1-(phenyl sulfonyl)-1H-pyrrolo[2,3-b]pyridine), FC1=C(C(=O)N)C(=CC=C1)F (2,6-difluorobenzamide), C([O-])([O-])=O.[Cs+].[Cs+] (cesium carbonate), CC1(C2=C(C(=CC=C2)P(C3=CC=CC=C3)C4=CC=CC=C4)OC5=C(C=CC=C51)P(C6=CC=CC=C6)C7=CC=CC=C7)C (Xantphos). The reactants are COC(=O)C=1SC(=C(C1CC#N)C1=CC=C(C=C1)SC)C1=CC=CC=C1 (3-Cyanomethyl-4-(4-(methylthio)phenyl)-5-phenyl-thiopene-2-carboxylic acid methyl ester), [Li+].[BH4-] (LiBH4), [NH4+].[Cl-] (NH4Cl), CO (MeOH). Reagents/catalysts: CC(=O)C (acetone). Solvent: C1CCOC1 (THF). Conditions: temperature 50 celsius. Product: OCC=1SC(=C(C1CC#N)C1=CC=C(C=C1)SC)C1=CC=CC=C1 ([2-Hydroxymethyl-4-(4-(methylthio)phenyl)-5-phenylthio-phen-3-yl]acetonitrile). RXN SMILES: C[O:2][C:3]([C:5]1[S:6][C:7]([C:21]2[CH:26]=[CH:25][CH:24]=[CH:23][CH:22]=2)=[C:8]([C:13]2[CH:18]=[CH:17][C:16]([S:19][CH3:20])=[CH:15][CH:14]=2)[C:9]=1[CH2:10][C:11]#[N:12])=O.[Li+].[BH4-].CO.[NH4+].[Cl-]>C1COCC1.CC(C)=O>[OH:2][CH2:3][C:5]1[S:6][C:7]([C:21]2[CH:26]=[CH:25][CH:24]=[CH:23][CH:22]=2)=[C:8]([C:13]2[CH:18]=[CH:17][C:16]([S:19][CH3:20])=[CH:15][CH:14]=2)[C:9]=1[CH2:10][C:11]#[N:12] |f:1.2,4.5|. Reported procedure: To a solution of 3-cyanomethyl-4-(4-(methylthio)phenyl)-5-phenylthiophene-2-carboxylic acid methyl ester (480 mg) (Step 1) in THF (13 mL) was added 55 mg of LiBH4 followed by 50 μL of MeOH; then the mixture was heated at 50° C. for 90 min. After cooling to r.t. a few drops of acetone were slowly added, then a saturated solution of NH4Cl. The mixture was then extracted twice with EtOAc, the organic layers combined, washed with brine, dried over MgSO4, filtered and the solvent evaporated under vac...